From a dataset of the Open Reaction Database (ORD), a public repository of structured organic reaction records. describe an organic reaction: reactants, conditions, products, and yield Starting materials: CCCC1(CC(=O)OCC)OCCc2c1[nH]c1c(C)ccc(Br)c21, CN1CCCC1=O, N#C[Cu], O. Yields the product CCCC1(CC(=O)OCC)OCCc2c1[nH]c1c(C)ccc(C#N)c21. As a reaction SMILES: [CH2:1]([CH3:2])[O:3][C:4]([CH2:5][C:6]1([CH2:21][CH2:22][CH3:23])[O:7][CH2:8][CH2:9][c:10]2[c:11]1[nH:12][c:13]1[c:14]([CH3:20])[cH:15][cH:16][c:17]([Br:19])[c:18]21)=[O:24].[CH3:28][N:29]1[CH2:30][CH2:31][CH2:32][C:33]1=[O:34].[Cu:25][C:26]#[N:27].[OH2:35]>>[CH2:1]([CH3:2])[O:3][C:4]([CH2:5][C:6]1([CH2:21][CH2:22][CH3:23])[O:7][CH2:8][CH2:9][c:10]2[c:11]1[nH:12][c:13]1[c:14]([CH3:20])[cH:15][cH:16][c:17]([C:26]#[N:27])[c:18]21)=[O:24]. Reactants: CC1(OB(OC1(C)C)C1=C2C=CNC2=CC=C1)C (4-(4,4,5,5-tetramethyl-[1,3,2]dioxaborolan-2-yl)-1H-indole), BrC=1C=C(C=CC1)F (3-bromofluorobenzene), [OH-].[Na+] (sodium hydroxide). Reagents/catalysts: [Pd] (Palladium). The solvent is C1CCOC1 (THF), C(C)(=O)OCC (ethyl acetate). Run at temperature 70 celsius, time 15 hour. The product is FC=1C=C(C=CC1)C1=C2C=CNC2=CC=C1 (4-(3-Fluoro-phenyl)-1H-indole). The yield is 89.0%. RXN SMILES: CC1(C)C(C)(C)OB([C:9]2[CH:17]=[CH:16][CH:15]=[C:14]3[C:10]=2[CH:11]=[CH:12][NH:13]3)O1.Br[C:20]1[CH:21]=[C:22]([F:26])[CH:23]=[CH:24][CH:25]=1.[OH-].[Na+]>C1COCC1.[Pd].C(OCC)(=O)C>[F:26][C:22]1[CH:21]=[C:20]([C:9]2[CH:17]=[CH:16][CH:15]=[C:14]3[C:10]=2[CH:11]=[CH:12][NH:13]3)[CH:25]=[CH:24][CH:23]=1 |f:2.3|. Procedure: To a mixture of 4-(4,4,5,5-tetramethyl-[1,3,2]dioxaborolan-2-yl)-1H-indole (3, 2.43 g, 10 mmol), and 3-bromofluorobenzene (1.09 mL, 10 mmol) in THF (34 mL)) were added Palladium catalyst Pd(PPh3)4 (347 mg, 0.3 mmol) and the freshly prepared sodium hydroxide solution (1.20 g, 30 mmol in 14 mL water). The system was degassed and then charged with nitrogen. The degas procedure was repeated for three times. The mixture was stirred under nitrogen at 70° C. oil bath for 15 hours. TLC showed the comple...